Dataset: the Open Reaction Database (ORD), a public repository of structured organic reaction records. Task: describe an organic reaction: reactants, conditions, products, and yield The reactants are CC=1C=C(CBr)C=CC1 (3-methylbenzylbromide), [H-].[Na+] (sodium hydride), C(C1=CC=CC=C1)(=O)C1CNC2=CC=CC=C2C1=O (3-benzoyl-2,3-dihydro-1H-quinolin-4-one). Run in CN(C=O)C (dimethylformamide). Yields the product C(C1=CC=CC=C1)(=O)C1=CN(C2=CC=CC=C2C1=O)CC1=CC(=CC=C1)C (3-Benzoyl-1-(3-methyl-benzyl)-1H-quinolin-4-one), colorless solid. As a reaction SMILES: [H-].[Na+].[C:3]([CH:11]1[C:20](=[O:21])[C:19]2[C:14](=[CH:15][CH:16]=[CH:17][CH:18]=2)[NH:13][CH2:12]1)(=[O:10])[C:4]1[CH:9]=[CH:8][CH:7]=[CH:6][CH:5]=1.[CH3:22][C:23]1[CH:24]=[C:25]([CH:28]=[CH:29][CH:30]=1)[CH2:26]Br>CN(C)C=O>[C:3]([C:11]1[C:20](=[O:21])[C:19]2[C:14](=[CH:15][CH:16]=[CH:17][CH:18]=2)[N:13]([CH2:22][C:23]2[CH:30]=[CH:29][CH:28]=[C:25]([CH3:26])[CH:24]=2)[CH:12]=1)(=[O:10])[C:4]1[CH:5]=[CH:6][CH:7]=[CH:8][CH:9]=1 |f:0.1|. Procedure details: Compound 4t was prepared following the procedure outlined in Step 3 of Example 1 using 16 mg (0.4 mmol) of sodium hydride (60%), 75 mg (0.31 mmol) of 3-benzoyl-2,3-dihydro-1H-quinolin-4-one 3e, 3 mL of anhydrous dimethylformamide, 75.6 mg (0.40 mmol) of 3-methylbenzylbromide. The crude product 4t was purified by flash chromatography to yield 45 mg of colorless solid: LC-MSD, m/z for C24H19NO2, [M+H]+=354.4, [M+2H]+=355.4; Reverse phase HPLC (gradient acetonitrile 0.1% TFA 20-95% in 4 min) retent... Starting materials: N1=C(C=CC=C1)C=1C(=C2N(N1)CCC2)B(O)O (2-(pyridin-2-yl)-5,6-dihydro-4H-pyrrolo[1,2-b]pyrazole-3-boronic acid), C([O-])([O-])=O.[K+].[K+] (potassium carbonate), C1CCOC1 (THF), N1=CC=NC2=C(C=CC=C12)OS(=O)(=O)C(F)(F)F (trifluoro-methanesulfonic acid quinoxalin-5-yl ester), bis(1,2-bis(diphenylphosphino)ethane)palladium(0). Reagents/catalysts: C=1C=CC(=CC1)/C=C/C(=O)/C=C/C2=CC=CC=C2.C=1C=CC(=CC1)/C=C/C(=O)/C=C/C2=CC=CC=C2.C=1C=CC(=CC1)/C=C/C(=O)/C=C/C2=CC=CC=C2.[Pd].[Pd] (tris(dibenzylideneacetone)dipalladium(0)), C=1C=CC(=CC1)/C=C/C(=O)/C=C/C2=CC=CC=C2.C=1C=CC(=CC1)/C=C/C(=O)/C=C/C2=CC=CC=C2.C=1C=CC(=CC1)/C=C/C(=O)/C=C/C2=CC=CC=C2.[Pd].[Pd] (tris(dibenzylideneacetone)dipalladium(0)). Run in CN(C)C=O.C1CCOC1 (DMF THF). Product: N1=C(C=CC=C1)C=1C(=C2N(N1)CCC2)C2=C1N=CC=NC1=CC=C2 (5-[2-(Pyridin-2-yl)-5,6-dihydro-4H-pyrrolo[1,2-b]pyrazol-3-yl]-quinoxaline). Yield: 4.0%. Reaction SMILES: C1COCC1.[N:6]1[C:15]2[C:10](=[C:11](OS(C(F)(F)F)(=O)=O)[CH:12]=[CH:13][CH:14]=2)[N:9]=[CH:8][CH:7]=1.[N:24]1[CH:29]=[CH:28][CH:27]=[CH:26][C:25]=1[C:30]1[C:31](B(O)O)=[C:32]2[CH2:37][CH2:36][CH2:35][N:33]2[N:34]=1.C(=O)([O-])[O-].[K+].[K+]>C1C=CC(/C=C/C(/C=C/C2C=CC=CC=2)=O)=CC=1.C1C=CC(/C=C/C(/C=C/C2C=CC=CC=2)=O)=CC=1.C1C=CC(/C=C/C(/C=C/C2C=CC=CC=2)=O)=CC=1.[Pd].[Pd].CN(C=O)C.C1COCC1>[N:24]1[CH:29]=[CH:28][CH:27]=[CH:26][C:25]=1[C:30]1[C:31]([C:11]2[CH:12]=[CH:13][CH:14]=[C:15]3[C:10]=2[N:9]=[CH:8][CH:7]=[N:6]3)=[C:32]2[CH2:37][CH2:36][CH2:35][N:33]2[N:34]=1 |f:3.4.5,6.7.8.9.10,11.12|. Reported procedure: Add THF (2.2 mL) to trifluoro-methanesulfonic acid quinoxalin-5-yl ester (292 mg, 1.05 mmol) and purge the solution with nitrogen for 10 min. Add tris(dibenzylideneacetone)dipalladium(0) (80 mg, 0.087 mmol) and bis(1,2-bis(diphenylphosphino)ethane)palladium(0) (78 mg, 0.087 mmol), purge the reaction with nitrogen for 2 min, and stir the reaction at room temperture for 20 min. Add 2-(pyridin-2-yl)-5,6-dihydro-4H-pyrrolo[1,2-b]pyrazole-3-boronic acid (Preparation 5; 200 mg, 0.87 mmol) in 1:1 DMF/T...